Dataset: the Open Reaction Database (ORD), a public repository of structured organic reaction records. Task: describe an organic reaction: reactants, conditions, products, and yield Starting materials: BrC1=CC=CC2=C1OCC(CN2)O (9-bromo-2,3,4,5-tetrahydrobenzo[b][1,4]oxazepin-3-ol), N1C=NC=C1 (imidazole), CC(C)(C)[Si](C)(C)Cl (TBSCl). The solvent is C([O-])(O)=O.[Na+] (sodium bicarbonate), CN(C)C=O (DMF). Reaction conditions: time 18 hour. Yields the product BrC1=CC=CC2=C1OCC(CN2)O[Si](C)(C)C(C)(C)C (9-Bromo-3-(tert-butyldimethylsilyloxy)-2,3,4,5-tetrahydrobenzo-[b][1,4]oxazepine). Isolated yield 92.0%. As a reaction SMILES: [Br:1][C:2]1[C:7]2[O:8][CH2:9][CH:10]([OH:13])[CH2:11][NH:12][C:6]=2[CH:5]=[CH:4][CH:3]=1.N1C=CN=C1.[CH3:19][C:20]([Si:23](Cl)([CH3:25])[CH3:24])([CH3:22])[CH3:21]>CN(C=O)C.C(=O)(O)[O-].[Na+]>[Br:1][C:2]1[C:7]2[O:8][CH2:9][CH:10]([O:13][Si:23]([C:20]([CH3:22])([CH3:21])[CH3:19])([CH3:25])[CH3:24])[CH2:11][NH:12][C:6]=2[CH:5]=[CH:4][CH:3]=1 |f:4.5|. Reported procedure: To a solution of 9-bromo-2,3,4,5-tetrahydrobenzo[b][1,4]oxazepin-3-ol (0.456 g, 1.868 mmol) and imidazole (0.280 g, 4.11 mmol) in DMF (5.0 mL) was added TBSCl (0.619 g, 4.11 mmol). The reaction was stirred at room temperature for 18 h. The mixture was diluted with a solution of saturated sodium bicarbonate (15 ml) and extracted with ethyl acetate (20 mL). The organic layer was dried over sodium sulfate and concentrated. The crude product was purified by flash chromatography (0-50% ethyl acetate:... Starting materials: O=C([O-])[O-], CC(C)=O, N#Cc1c(F)cccc1Cl, [K+], [K+], NC(N)=O, O, OO. Yields the product NC(=O)c1c(F)cccc1Cl. Reaction SMILES: [C:17](=[O:18])([O-:19])[O-:20].[CH3:23][C:24](=[O:25])[CH3:26].[Cl:1][c:2]1[c:3]([C:4]#[N:5])[c:6]([F:10])[cH:7][cH:8][cH:9]1.[K+:21].[K+:22].[NH2:11][C:12]([NH2:13])=[O:14].[OH2:27].[OH:15][OH:16]>>[Cl:1][c:2]1[c:3]([C:4]([NH2:5])=[O:14])[c:6]([F:10])[cH:7][cH:8][cH:9]1. Starting materials: C(C)(C)(C)OC(=O)N1C[C@H](C[C@H](C1)C(NCCC1=CN=CN1CC1=CC=C(C=C1)C#N)=O)C(=O)OC (1-(t-Butoxycarbonyl)-cis-3-methoxycarbonyl-5-[N-(1-(4- cyanobenzyl)-1H-imidazol-5-ylethyl)carbamoyl]piperidine), FC(C(=O)O)(F)F (Trifluoroacetic acid). Run in C(Cl)Cl (CH2Cl2). Run at time 3 hour. Product: COC(=O)[C@@H]1CNC[C@@H](C1)C(NCCC1=CN=CN1CC1=CC=C(C=C1)C#N)=O (cis-3-Methoxycarbonyl-5-[N-(1-(4-cyanobenzyl)-1H-imidazol-5-ylethyl)carbamoyl]piperidine). Reaction SMILES: C(OC([N:8]1[CH2:13][C@H:12]([C:14](=[O:32])[NH:15][CH2:16][CH2:17][C:18]2[N:22]([CH2:23][C:24]3[CH:29]=[CH:28][C:27]([C:30]#[N:31])=[CH:26][CH:25]=3)[CH:21]=[N:20][CH:19]=2)[CH2:11][C@H:10]([C:33]([O:35][CH3:36])=[O:34])[CH2:9]1)=O)(C)(C)C.FC(F)(F)C(O)=O>C(Cl)Cl>[CH3:36][O:35][C:33]([C@H:10]1[CH2:11][C@@H:12]([C:14](=[O:32])[NH:15][CH2:16][CH2:17][C:18]2[N:22]([CH2:23][C:24]3[CH:29]=[CH:28][C:27]([C:30]#[N:31])=[CH:26][CH:25]=3)[CH:21]=[N:20][CH:19]=2)[CH2:13][NH:8][CH2:9]1)=[O:34]. Procedure: 1-(t-Butoxycarbonyl)-cis-3-methoxycarbonyl-5-[N-(1-(4- cyanobenzyl)-1H-imidazol-5-ylethyl)carbamoyl]piperidine (1.14 g, 2.30 mmol) was dissolved in CH2Cl2 (12 mL). Trifluoroacetic acid (6 mL) was added and the solution was stirred at ambient temperature for 3 h. The solution was concentrated to dryness to give the title compound. Reactants: N[C@@H]1CN(CCC1)C(=O)OC(C)(C)C ((S)-tert-butyl 3-aminopiperidine-1-carboxylate), BrCCC (1-bromopropane), CCN(C(C)C)C(C)C (DIEA). Run in CN(C)C=O (DMF), CCOC(=O)C (EtOAc). Yields the product C(CC)N[C@@H]1CN(CCC1)C(=O)OC(C)(C)C ((S)-tert-butyl 3-(propylamino)piperidine-1-carboxylate). Yield: 100.3%. RXN SMILES: [NH2:1][C@H:2]1[CH2:7][CH2:6][CH2:5][N:4]([C:8]([O:10][C:11]([CH3:14])([CH3:13])[CH3:12])=[O:9])[CH2:3]1.Br[CH2:16][CH2:17][CH3:18].CCN(C(C)C)C(C)C>CN(C=O)C.CCOC(C)=O>[CH2:16]([NH:1][C@H:2]1[CH2:7][CH2:6][CH2:5][N:4]([C:8]([O:10][C:11]([CH3:14])([CH3:13])[CH3:12])=[O:9])[CH2:3]1)[CH2:17][CH3:18]. Reported procedure: A solution of (S)-tert-butyl 3-aminopiperidine-1-carboxylate (500 mg, 2.49 mmol) and 1-bromopropane (335 mg, 2.74 mmol) and DIEA (0.11 mL, 6.24 mmol) in DMF (4 mL) was heated at 100° C. for overnight. After reaction was shown to be complete as indicated by TLC, the mixture was diluted with EtOAc (30 mL) and washed with water (2×15 mL). The organic layer was separated, dried over Na2SO4, concentrated in vacuo to afford a residue which was purified by column chromatography (silica gel, gradient Me... Yields the product NC1(C(CCCC1)=C=O)OC (1-amino-1-methoxy-carbonylcyclohexane). Isolated yield 52.0%. As a reaction SMILES: N[C:2]1([C:8]([OH:10])=O)[CH2:7][CH2:6][CH2:5][CH2:4][CH2:3]1.C[Si](C=[N+:16]=[N-])(C)C.O1CCCC1[CH2:23][OH:24]>>[NH2:16][C:3]1([O:24][CH3:23])[CH2:4][CH2:5][CH2:6][CH2:7][C:2]1=[C:8]=[O:10]. Starting materials: NC1(CCCCC1)C(=O)O (1-aminocyclohexanecarboxylic acid), O1C(CCC1)CO (tetrahydrofuran-methanol), C[Si](C)(C)C=[N+]=[N-] ((trimethylsilyl) diazomethane). Reaction conditions: time 8 hour. Procedure: A solution of 1-aminocyclohexanecarboxylic acid (600 mg) in tetrahydrofuran-methanol was stirred under ice-cooling. Thereto was added dropwise a (trimethylsilyl) diazomethane solution (4.2 mL) and the mixture was stirred overnight. The reaction mixture was concentrated in vacuo and to the residue was added diethyl ether-hexane (1/1). Thereto was added 4M HCl-ethyl acetate (1.05 mL) and the precipitates were collected by filtration and dried to give 1-amino-1-methoxy-carbonylcyclohexane (423 mg, ...